The task is: describe an organic reaction: reactants, conditions, products, and yield. This data is from the Open Reaction Database (ORD), a public repository of structured organic reaction records. Starting materials: O=C1CCC(=O)N1Br, CN(C)C=O, N#CC1(c2nccs2)CCC2(CC1)OCCO2. The product is N#CC1(c2ncc(Br)s2)CCC2(CC1)OCCO2. Reaction SMILES: [Br:18][N:19]1[C:20](=[O:21])[CH2:22][CH2:23][C:24]1=[O:25].[O:26]=[CH:27][N:28]([CH3:29])[CH3:30].[s:1]1[c:2]([C:6]2([C:16]#[N:17])[CH2:7][CH2:8][C:9]3([O:10][CH2:11][CH2:12][O:13]3)[CH2:14][CH2:15]2)[n:3][cH:4][cH:5]1>>[s:1]1[c:2]([C:6]2([C:16]#[N:17])[CH2:7][CH2:8][C:9]3([O:10][CH2:11][CH2:12][O:13]3)[CH2:14][CH2:15]2)[n:3][cH:4][c:5]1[Br:18]. The solvent is C1(=CC=CC=C1)C (toluene), O (water). RXN SMILES: [Br:1][C:2]1[S:3][C:4](Br)=[CH:5][CH:6]=1.[CH3:8][C:9]1[CH:14]=[CH:13][C:12](B(O)OC(O)=O)=[CH:11][CH:10]=1.[C:21]([O-])([O-])=[O:22].[K+].[K+].CC[OH:29]>C1(C)C=CC=CC=1.C1C=CC([P]([Pd]([P](C2C=CC=CC=2)(C2C=CC=CC=2)C2C=CC=CC=2)([P](C2C=CC=CC=2)(C2C=CC=CC=2)C2C=CC=CC=2)[P](C2C=CC=CC=2)(C2C=CC=CC=2)C2C=CC=CC=2)(C2C=CC=CC=2)C2C=CC=CC=2)=CC=1.O>[CH3:21][O:22][C:8](=[O:29])[C:9]1[CH:10]=[CH:11][C:12]([C:4]2[S:3][C:2]([Br:1])=[CH:6][CH:5]=2)=[CH:13][CH:14]=1 |f:2.3.4,^1:40,42,61,80|. Reagents/catalysts: C=1C=CC(=CC1)[P](C=2C=CC=CC2)(C=3C=CC=CC3)[Pd]([P](C=4C=CC=CC4)(C=5C=CC=CC5)C=6C=CC=CC6)([P](C=7C=CC=CC7)(C=8C=CC=CC8)C=9C=CC=CC9)[P](C=1C=CC=CC1)(C=1C=CC=CC1)C=1C=CC=CC1 (Pd(PPh3)4). Procedure details: A solution of 2,5-dibromothiophene (1.0 g, 4.1 mmol), 4-methylcarboxyphenylboronic acid (370 mg, 2.05 mmol), Pd(PPh3)4 (30 mg) and K2CO3 (1.13 g, 8.2 mmol) in toluene (20 mL) containing 5 mL EtOH and 1 mL water were refluxed overnight under argon. After cooling to room temperature, the solvent was evaporated and residue partitioned between EtOAc and water. Organic layer was separated, dried, evaporated and residue purified by combiflash to afford 4-(5-Bromo-thiophen-2-yl)-benzoic acid methyl est... The reactants are BrC=1SC(=CC1)Br (2,5-dibromothiophene), CC1=CC=C(C=C1)B(OC(=O)O)O (4-methylcarboxyphenylboronic acid), C(=O)([O-])[O-].[K+].[K+] (K2CO3), CCO (EtOH). The product is COC(C1=CC=C(C=C1)C=1SC(=CC1)Br)=O (4-(5-Bromo-thiophen-2-yl)-benzoic acid methyl ester). Starting materials: CCC(C)CO, C[SiH](C)c1ccc(C(=O)Cl)cc1, Cl, c1ccncc1. The product is CCC(C)COC(=O)c1ccc([SiH](C)C)cc1. As a reaction SMILES: [CH3:13][CH2:14][CH:15]([CH3:16])[CH2:17][OH:18].[CH3:1][SiH:2]([c:3]1[cH:4][cH:5][c:6]([C:7](=[O:8])[Cl:9])[cH:10][cH:11]1)[CH3:12].[ClH:19].[cH:20]1[cH:21][cH:22][n:23][cH:24][cH:25]1>>[CH3:1][SiH:2]([c:3]1[cH:4][cH:5][c:6]([C:7](=[O:8])[O:18][CH2:17][CH:15]([CH2:14][CH3:13])[CH3:16])[cH:10][cH:11]1)[CH3:12]. Reactants: BrC1=C(SC=C1)C=O (3-bromothiophene-2-carbaldehyde), N1CCOCC1 (morpholine), C(Cl)Cl (CH2Cl2), C(C)(=O)O[BH-](OC(C)=O)OC(C)=O.[Na+] (sodium triacetoxyborohydride). Solvent: CCOC(=O)C (EtOAc). Run at time 8 hour. The product is BrC1=C(SC=C1)CN1CCOCC1 (4-((3-Bromothiophen-2-yl)methyl)morpholine). Isolated yield 84.4%. Reaction SMILES: [Br:1][C:2]1[CH:6]=[CH:5][S:4][C:3]=1[CH:7]=O.[NH:9]1[CH2:14][CH2:13][O:12][CH2:11][CH2:10]1.C(Cl)Cl.C(O[BH-](OC(=O)C)OC(=O)C)(=O)C.[Na+]>CCOC(C)=O>[Br:1][C:2]1[CH:6]=[CH:5][S:4][C:3]=1[CH2:7][N:9]1[CH2:14][CH2:13][O:12][CH2:11][CH2:10]1 |f:3.4|. Procedure: To a solution of 3-bromothiophene-2-carbaldehyde (500 mg, 2.62 mmol) and morpholine (0.68 mL, 7.85 mmol) and CH2Cl2 (10 mL) was added sodium triacetoxyborohydride (1.11 g, 5.24 mmol). The mixture was stirred at room temperature overnight. The resulting mixture was diluted with EtOAc (100 mL) and the organic layer was washed with brine then dried (Na2SO4), filtered and concentrated. The residue was purified by column chromatography (silica, 0-5% MeOH in CH2Cl2) to afford the sub-title compound (5... The reactants are Clc1ccc(Br)cc1, [Li]CCCC, CN1C2CCC1CC(=O)C2. Product: CN1C2CCC1CC(O)(c1ccc(Cl)cc1)C2. RXN SMILES: [Br:1][c:2]1[cH:3][cH:4][c:5]([Cl:8])[cH:6][cH:7]1.[CH2:9]([Li:10])[CH2:11][CH2:12][CH3:13].[CH3:14][N:15]1[CH:16]2[CH2:17][C:18](=[O:23])[CH2:19][CH:20]1[CH2:21][CH2:22]2>>[c:2]1([C:18]2([OH:23])[CH2:17][CH:16]3[N:15]([CH3:14])[CH:20]([CH2:19]2)[CH2:21][CH2:22]3)[cH:3][cH:4][c:5]([Cl:8])[cH:6][cH:7]1. The reactants are CCCc1c(CCl)ccc(C(C)=O)c1O, CCOC(=O)c1ccc(N)cc1, CC#N. The product is CCCc1c(CNc2ccc(C(=O)OCC)cc2)ccc(C(C)=O)c1O. Reaction SMILES: [C:1]([CH3:2])(=[O:3])[c:4]1[c:5]([OH:15])[c:6]([CH2:12][CH2:13][CH3:14])[c:7]([CH2:8][Cl:9])[cH:10][cH:11]1.[CH3:16][CH2:17][O:18][C:19](=[O:20])[c:21]1[cH:22][cH:23][c:24]([NH2:25])[cH:26][cH:27]1.[CH3:28][C:29]#[N:30]>>[C:1]([CH3:2])(=[O:3])[c:4]1[c:5]([OH:15])[c:6]([CH2:12][CH2:13][CH3:14])[c:7]([CH2:8][NH:25][c:24]2[cH:23][cH:22][c:21]([C:19]([O:18][CH2:17][CH3:16])=[O:20])[cH:27][cH:26]2)[cH:10][cH:11]1. Reactants: C(CCC)OCCCN (butoxypropylamine), C1(CCCO1)=O (butyrolactone). Run in stainless steel. Run at temperature 275 celsius. Yields the product C(CCC)OCCCN1C(CCC1)=O (Butoxypropyl Pyrrolidone). Reaction SMILES: [CH2:1]([O:5][CH2:6][CH2:7][CH2:8][NH2:9])[CH2:2][CH2:3][CH3:4].[C:10]1(=O)[O:14][CH2:13][CH2:12][CH2:11]1>>[CH2:1]([O:5][CH2:6][CH2:7][CH2:8][N:9]1[CH2:10][CH2:11][CH2:12][C:13]1=[O:14])[CH2:2][CH2:3][CH3:4]. Procedure: 360 grams of butoxypropylamine (2.75 moles) and 250 grams of butyrolactone (3.0 moles) were charged to a 1-liter stainless steel autoclave. After purging, the mixture was heated to 275° C. for six hours. The reactor was then cooled and the product discharged. The product was distilled with a simple Vigreux column, initially at atmospheric pressure to remove by-product water and then under vacuum (<1 mm) to recover the product. Butoxypropyl Pyrrolidone distills at about 135° C. to 145° C. under t...